From a dataset of the Open Reaction Database (ORD), a public repository of structured organic reaction records. describe an organic reaction: reactants, conditions, products, and yield Starting materials: CCOC(OCC)C(C)N(Cc1csc2ccc(Cl)nc12)C(=O)C(Cc1ccc(OC(C)(C)C)cc1)NC(=O)OCC1c2ccccc2-c2ccccc21, C1CCNCC1. Product: CCOC(OCC)C(C)N(Cc1csc2ccc(Cl)nc12)C(=O)C(N)Cc1ccc(OC(C)(C)C)cc1. RXN SMILES: [C:1]([CH3:2])([CH3:3])([CH3:4])[O:5][c:6]1[cH:7][cH:8][c:9]([CH2:12][CH:13]([C:14](=[O:15])[N:16]([CH:17]([CH:18]([O:19][CH2:20][CH3:21])[O:22][CH2:23][CH3:24])[CH3:25])[CH2:26][c:27]2[cH:28][s:29][c:30]3[c:31]2[n:32][c:33]([Cl:36])[cH:34][cH:35]3)[NH:37][C:38](=[O:39])[O:40][CH2:41][CH:42]2[c:43]3[cH:44][cH:45][cH:46][cH:47][c:48]3-[c:49]3[c:50]2[cH:51][cH:52][cH:53][cH:54]3)[cH:10][cH:11]1.[CH2:55]1[CH2:56][CH2:57][NH:58][CH2:59][CH2:60]1>>[C:1]([CH3:2])([CH3:3])([CH3:4])[O:5][c:6]1[cH:7][cH:8][c:9]([CH2:12][CH:13]([C:14](=[O:15])[N:16]([CH:17]([CH:18]([O:19][CH2:20][CH3:21])[O:22][CH2:23][CH3:24])[CH3:25])[CH2:26][c:27]2[cH:28][s:29][c:30]3[c:31]2[n:32][c:33]([Cl:36])[cH:34][cH:35]3)[NH2:37])[cH:10][cH:11]1. Starting materials: CN1C(C2=CC=C(C=C2C(=C1)B1OC(C(O1)(C)C)(C)C)C=1C=NN(C1)C)=O (2-methyl-6-(1-methylpyrazol-4-yl)-4-(4,4,5,5-tetramethyl-1,3,2-dioxaborolan-2-yl)isoquinolin-1-one), [O-]P(=O)([O-])[O-].[K+].[K+].[K+] (K3PO4), BrC=1C(=CC(=C(C1)NS(=O)(=O)CC)F)OC (N-(5-bromo-2-fluoro-4-methoxyphenyl)ethanesulfonamide). Reagents/catalysts: C1=CC=C(C=C1)P([C-]2C=CC=C2)C3=CC=CC=C3.C1=CC=C(C=C1)P([C-]2C=CC=C2)C3=CC=CC=C3.Cl[Pd]Cl.[Fe+2] (Pd(dppf)Cl2). Run in O1CCOCC1 (dioxane). The product is FC1=C(C=C(C(=C1)OC)C1=CN(C(C2=CC=C(C=C12)C=1C=NN(C1)C)=O)C)NS(=O)(=O)CC (N-[2-fluoro-4-methoxy-5-[2-methyl-6-(1-methylpyrazol-4-yl)-1-oxoisoquinolin-4-yl]phenyl]ethanesulfonamide). Yield: 26.6%. Reaction SMILES: Br[C:2]1[C:3]([O:15][CH3:16])=[CH:4][C:5]([F:14])=[C:6]([NH:8][S:9]([CH2:12][CH3:13])(=[O:11])=[O:10])[CH:7]=1.[CH3:17][N:18]1[CH:27]=[C:26](B2OC(C)(C)C(C)(C)O2)[C:25]2[C:20](=[CH:21][CH:22]=[C:23]([C:37]3[CH:38]=[N:39][N:40]([CH3:42])[CH:41]=3)[CH:24]=2)[C:19]1=[O:43].[O-]P([O-])([O-])=O.[K+].[K+].[K+]>O1CCOCC1.C1C=CC(P(C2C=CC=CC=2)[C-]2C=CC=C2)=CC=1.C1C=CC(P(C2C=CC=CC=2)[C-]2C=CC=C2)=CC=1.Cl[Pd]Cl.[Fe+2]>[F:14][C:5]1[CH:4]=[C:3]([O:15][CH3:16])[C:2]([C:26]2[C:25]3[C:20](=[CH:21][CH:22]=[C:23]([C:37]4[CH:38]=[N:39][N:40]([CH3:42])[CH:41]=4)[CH:24]=3)[C:19](=[O:43])[N:18]([CH3:17])[CH:27]=2)=[CH:7][C:6]=1[NH:8][S:9]([CH2:12][CH3:13])(=[O:11])=[O:10] |f:2.3.4.5,7.8.9.10|. Procedure details: A mixture of N-(5-bromo-2-fluoro-4-methoxyphenyl)ethanesulfonamide (63 mg, 0.20 mmol), the title compound of Example 46, step 2 (75 mg, 0.21 mmol), Pd(dppf)Cl2 (19 mg, 0.03 mmol) and aqueous K3PO4 (1 M, 0.5 mL, 0.5 mmol) in dioxane (3 mL) was microwaved at 100° C. for 1 h. Purification by silica gel chromatography (PE:EA=1:1 to 1:4) followed by preparative HPLC gave the title compound (25 mg, 26.3%) as a white solid. 1H NMR (400 MHz, CDCl3) δ 8.48 (d, J=8.4 Hz, 1H), 7.72 (s, 1H), 7.69 (s, 1H), 7... Starting materials: Cl.ClC1=CNC2=CC(=CC=C12)C(=O)N[C@@H](COCCC1CCNCC1)C1=CC=CC=C1 (3-chloro-N-[(R)-1-phenyl-2-[2-(piperidin-4-yl)ethoxy]ethyl]-1H-indole-6-carboxamide hydrochloride), C=O (paraformaldehyde). Product: Cl.ClC1=CNC2=CC(=CC=C12)C(=O)N[C@@H](COCCC1CCN(CC1)C)C1=CC=CC=C1 (3-Chloro-N-[(R)-1-phenyl-2-[2-(1-methylpiperidin-4-yl)-ethoxy]ethyl]-1H-indole-6-carboxamide hydrochloride). Isolated yield 137.6%. Reaction SMILES: Cl.[Cl:2][C:3]1[C:11]2[C:6](=[CH:7][C:8]([C:12]([NH:14][C@H:15]([C:26]3[CH:31]=[CH:30][CH:29]=[CH:28][CH:27]=3)[CH2:16][O:17][CH2:18][CH2:19][CH:20]3[CH2:25][CH2:24][NH:23][CH2:22][CH2:21]3)=[O:13])=[CH:9][CH:10]=2)[NH:5][CH:4]=1.[CH2:32]=O>>[ClH:2].[Cl:2][C:3]1[C:11]2[C:6](=[CH:7][C:8]([C:12]([NH:14][C@H:15]([C:26]3[CH:31]=[CH:30][CH:29]=[CH:28][CH:27]=3)[CH2:16][O:17][CH2:18][CH2:19][CH:20]3[CH2:21][CH2:22][N:23]([CH3:32])[CH2:24][CH2:25]3)=[O:13])=[CH:9][CH:10]=2)[NH:5][CH:4]=1 |f:0.1,3.4|. Reported procedure: Using alkylation method B, 3-chloro-N-[(R)-1-phenyl-2-[2-(piperidin-4-yl)ethoxy]ethyl]-1H-indole-6-carboxamide hydrochloride (300 mg, 0.65 mmol) and paraformaldehyde (195 mg, 6.5 mmol) afforded 213 mg (75%) of the title compound. Reactants: CC(C)([O-])C.[K+] (potassium t-butoxide), [Cl-].COC[P+](C1=CC=CC=C1)(C1=CC=CC=C1)C1=CC=CC=C1 ((methoxymethyl)triphenylphosphonium chloride), BrC=1C=C2CCC(C2=CC1)=O (5-bromo-2,3-dihydro-1H-inden-1-one). Run in C1CCOC1 (THF), C1CCOC1 (THF). Conditions: temperature -20 celsius, time 20 minute. Yields the product BrC=1C=C2CC\C(\C2=CC1)=C/OC ((E)-5-bromo-1-(methoxymethylene)-2,3-dihydro-1H-indene). Isolated yield 93.2%. As a reaction SMILES: [Cl-].[CH3:2][O:3][CH2:4][P+](C1C=CC=CC=1)(C1C=CC=CC=1)C1C=CC=CC=1.CC(C)([O-])C.[K+].[Br:30][C:31]1[CH:32]=[C:33]2[C:37](=[CH:38][CH:39]=1)[C:36](=O)[CH2:35][CH2:34]2>C1COCC1>[Br:30][C:31]1[CH:32]=[C:33]2[C:37](=[CH:38][CH:39]=1)/[C:36](=[CH:2]/[O:3][CH3:4])/[CH2:35][CH2:34]2 |f:0.1,2.3|. Procedure: To a suspension of (methoxymethyl)triphenylphosphonium chloride (39.7 g, 116 mmol) in THF (210 ml) at −20° C. was added dropwise 1M potassium t-butoxide (95 ml, 95 mmol) and the solution stirred at −20° C. for 20 min. To this solution was added dropwise a solution of 5-bromo-2,3-dihydro-1H-inden-1-one (10.0 g, 47.4 mmol) in THF (230 ml) and stirring was continued at −20° C. for 30 min then warmed to room temperature and stirred for 2 h. The solution was filtered through Celite and the filtrate w... Reactants: C(CC1=CC=CC=C1)OC=1C=C(C(=O)O)C=CC1 (3-Phenethyloxy-benzoic acid), acid chloride, OC12CC3C(C(CC(C1)C3)C2)NC (1-hydroxy-4-methylaminoadamantane), CCN(C(C)C)C(C)C (DIPEA). Run in S(=O)(Cl)Cl (thionylchloride), C(Cl)Cl.CN(C)C=O (DCM DMF). Reaction conditions: temperature 20 celsius, time 8 hour. Yields the product OC12CC3C(C(CC(C1)C3)C2)N(C(C2=CC(=CC=C2)OCCC2=CC=CC=C2)=O)C (N-(5-Hydroxy-adamantan-2-yl)-N-methyl-3-phenethyloxy-benzamide). The yield is 57.1%. As a reaction SMILES: [CH2:1]([O:9][C:10]1[CH:11]=[C:12]([CH:16]=[CH:17][CH:18]=1)[C:13]([OH:15])=O)[CH2:2][C:3]1[CH:8]=[CH:7][CH:6]=[CH:5][CH:4]=1.[OH:19][C:20]12[CH2:29][CH:24]3[CH2:25][CH:26]([CH2:28][CH:22]([CH:23]3[NH:30][CH3:31])[CH2:21]1)[CH2:27]2.CCN(C(C)C)C(C)C>S(Cl)(Cl)=O.C(Cl)Cl.CN(C=O)C>[OH:19][C:20]12[CH2:29][CH:24]3[CH2:25][CH:26]([CH2:28][CH:22]([CH:23]3[N:30]([CH3:31])[C:13](=[O:15])[C:12]3[CH:16]=[CH:17][CH:18]=[C:10]([O:9][CH2:1][CH2:2][C:3]4[CH:4]=[CH:5][CH:6]=[CH:7][CH:8]=4)[CH:11]=3)[CH2:21]1)[CH2:27]2 |f:4.5|. Reported procedure: 3-Phenethyloxy-benzoic acid (4.2 g, 17 mmol) was dissolved in thionylchloride (30 ml), and the mixture was stirred at 20° C. overnight. The solvent was removed, and 108 mg (0.41 mmol) of this acid chloride was added to a solution of 1-hydroxy-4-methylaminoadamantane (75 mg, 0.41 mmol) and DIPEA (0.14 ml, 0.83 mmol) in DCM/DMF (1:1, 4 ml). After stirring the reaction mixture at 20° C. overnight, the solution was concentrated in vacuo and purified by preparative LC-MS to give 95 mg of the title co... Reactants: C1CNCCN1, COc1cccc(CCOc2cncc(Cl)n2)c1, [K+], [K+], O=C([O-])[O-]. Yields the product COc1cccc(CCOc2cncc(N3CCNCC3)n2)c1. Reaction SMILES: [CH2:19]1[CH2:20][NH:21][CH2:22][CH2:23][NH:24]1.[Cl:1][c:2]1[n:3][c:4]([O:8][CH2:9][CH2:10][c:11]2[cH:12][c:13]([O:17][CH3:18])[cH:14][cH:15][cH:16]2)[cH:5][n:6][cH:7]1.[K+:25].[K+:26].[O-:27][C:28]([O-:29])=[O:30]>>[c:2]1([N:21]2[CH2:20][CH2:19][NH:24][CH2:23][CH2:22]2)[n:3][c:4]([O:8][CH2:9][CH2:10][c:11]2[cH:12][c:13]([O:17][CH3:18])[cH:14][cH:15][cH:16]2)[cH:5][n:6][cH:7]1. Reactants: ClC(CCC(=O)C1=CC=CC=C1)C (4-chloro-valerophenone), [N+](=O)(O)[O-] (nitric acid), ice sodium chloride. The solvent is S(O)(O)(=O)=O (sulphuric acid), S(O)(O)(=O)=O (sulphuric acid). Yields the product ClC(C(CC(=O)C1=CC=CC=C1)[N+](=O)[O-])C (4-Chloro-3-nitro-valerophenone). Reaction SMILES: [Cl:1][CH:2]([CH3:13])[CH2:3][CH2:4][C:5]([C:7]1[CH:12]=[CH:11][CH:10]=[CH:9][CH:8]=1)=[O:6].[N+:14]([O-])([OH:16])=[O:15]>S(=O)(=O)(O)O>[Cl:1][CH:2]([CH3:13])[CH:3]([N+:14]([O-:16])=[O:15])[CH2:4][C:5]([C:7]1[CH:12]=[CH:11][CH:10]=[CH:9][CH:8]=1)=[O:6]. Procedure details: 50 ml of concentrated sulphuric acid are treated, while stirring, with 9.9 g of 4-chloro-valerophenone, while cooling with an ice/sodium chloride mixture. The bulk of the product dissolves, a slightly exothermic reaction taking place, and a yellow suspension forms, which is treated, while stirring vigorously and at a temperature of -10° to -5°, with a mixture of 20 ml of concentrated sulphuric acid and 10.4 ml of concentrated nitric acid (d=1.52), in the course of 10 minutes. After a reaction ti... Reactants: COc1cc(OCc2ccccc2)ccc1-c1nc(C)c(-c2cccnc2)[nH]1, CO, [H][H], C1CCOC1. The product is COc1cc(O)ccc1-c1nc(C)c(-c2cccnc2)[nH]1. As a reaction SMILES: [CH2:1]([c:2]1[cH:3][cH:4][cH:5][cH:6][cH:7]1)[O:8][c:9]1[cH:10][c:11]([O:27][CH3:28])[c:12](-[c:15]2[nH:16][c:17](-[c:21]3[cH:22][n:23][cH:24][cH:25][cH:26]3)[c:18]([CH3:20])[n:19]2)[cH:13][cH:14]1.[CH3:31][OH:32].[H:29][H:30].[O:33]1[CH2:34][CH2:35][CH2:36][CH2:37]1>>[OH:8][c:9]1[cH:10][c:11]([O:27][CH3:28])[c:12](-[c:15]2[nH:16][c:17](-[c:21]3[cH:22][n:23][cH:24][cH:25][cH:26]3)[c:18]([CH3:20])[n:19]2)[cH:13][cH:14]1.